The task is: describe an organic reaction: reactants, conditions, products, and yield. This data is from the Open Reaction Database (ORD), a public repository of structured organic reaction records. The reactants are FC(OC1=CC=C(C2=C1OC1=C2C=[N+](C=C1)[O-])C=O)F (6-(difluoromethoxy)[1]benzofuro[3,2-c]pyridine-9-carbaldehyde 2-oxide). Reagents/catalysts: [Fe] (iron). Solvent: C(C)(=O)O (acetic acid), ClCCl (dichloromethane). The product is FC(OC1=CC=C(C2=C1OC1=C2C=NC=C1)C=O)F (6-(difluoromethoxy)[1]benzofuro[3,2-c]pyridine-9-carbaldehyde). The yield is 65.0%. RXN SMILES: [F:1][CH:2]([F:20])[O:3][C:4]1[C:9]2[O:10][C:11]3[CH:16]=[CH:15][N+:14]([O-])=[CH:13][C:12]=3[C:8]=2[C:7]([CH:18]=[O:19])=[CH:6][CH:5]=1>C(O)(=O)C.ClCCl.[Fe]>[F:20][CH:2]([F:1])[O:3][C:4]1[C:9]2[O:10][C:11]3[CH:16]=[CH:15][N:14]=[CH:13][C:12]=3[C:8]=2[C:7]([CH:18]=[O:19])=[CH:6][CH:5]=1. Procedure details: To a well stirred suspension of 6-(difluoromethoxy)[1]benzofuro[3,2-c]pyridine-9-carbaldehyde 2-oxide (1.0 g, 3.6 mmol) in acetic acid (15 mL) was added iron powder (800 mg, 14.28 mmol) and the mixture was stirred at about 60° C. for about 15-30 minutes. Excess acetic acid was removed under reduced pressure. The residue obtained was diluted with dichloromethane (50 mL) and filtered through a celite bed and the filtrate was washed with water (3×25 mL). The organic layer was dried over anhydrous s... The reactants are COC(\C=C\C=1C=C2C(CC3(CN(C3)C(C3=CC=CC=C3)=O)OC2=CC1)=O)=O ((E)-3-[1′-Benzoyl-4-oxo-spiro(chromane-2,3′-azetidine)-6-yl]-acrylic acid methyl ester), [OH-].[Na+] (NaOH). Yields the product C(C1=CC=CC=C1)(=O)N1CC2(C1)OC1=CC=C(C=C1C(C2)=O)/C=C/C(=O)O ((E)-3-[1′-benzoyl-4-oxo-spiro(chromane-2,3′-azetidine)-6-yl]-acrylic acid). The yield is 60.5%. Reaction SMILES: C[O:2][C:3](=[O:28])/[CH:4]=[CH:5]/[C:6]1[CH:7]=[C:8]2[C:24](=[CH:25][CH:26]=1)[O:23][C:11]1([CH2:14][N:13]([C:15](=[O:22])[C:16]3[CH:21]=[CH:20][CH:19]=[CH:18][CH:17]=3)[CH2:12]1)[CH2:10][C:9]2=[O:27].[OH-].[Na+]>>[C:15]([N:13]1[CH2:14][C:11]2([CH2:10][C:9](=[O:27])[C:8]3[C:24](=[CH:25][CH:26]=[C:6](/[CH:5]=[CH:4]/[C:3]([OH:28])=[O:2])[CH:7]=3)[O:23]2)[CH2:12]1)(=[O:22])[C:16]1[CH:21]=[CH:20][CH:19]=[CH:18][CH:17]=1 |f:1.2|. Reported procedure: (E)-3-[1′-Benzoyl-4-oxo-spiro(chromane-2,3′-azetidine)-6-yl]-acrylic acid methyl ester (380 mg, 1.0 mmol) was hydrolyzed with 1 M NaOH following the procedure described in Example 30, Step A, giving (E)-3-[1′-benzoyl-4-oxo-spiro(chromane-2,3′-azetidine)-6-yl]-acrylic acid (220 mg, hydrochloride salt) as a light brown solid.